From a dataset of the Open Reaction Database (ORD), a public repository of structured organic reaction records. describe an organic reaction: reactants, conditions, products, and yield Reactants: C(C)OC(=O)Cl (Ethylchloroformate), S1C=NC=C1 (thiazole), CC=1NC(CSC1)=O (5-methyl-2H-1,4-thiazin-3(4H)-one). Solvent: ClCCl (dichloromethane). Reaction conditions: time 30 minute. Product: CC=1NC(CSC1C1SCCN1C(=O)OCC)=O (5-methyl-6-(3-ethoxycarbonyl-dihydro-2-thiazolyl)-2H-1,4-thiazin-3(4H)-one). The yield is 23.6%. As a reaction SMILES: [CH2:1]([O:3][C:4](Cl)=[O:5])[CH3:2].[S:7]1[CH:11]=[CH:10][N:9]=[CH:8]1.[CH3:12][C:13]1[NH:14][C:15](=[O:19])[CH2:16][S:17][CH:18]=1>ClCCl>[CH3:12][C:13]1[NH:14][C:15](=[O:19])[CH2:16][S:17][C:18]=1[CH:8]1[N:9]([C:4]([O:3][CH2:1][CH3:2])=[O:5])[CH2:10][CH2:11][S:7]1. Reported procedure: Ethylchloroformate (3.6 g) was added dropwise to a solution of thiazole (5.7 g) in dichloromethane (72 ml) under ice-cooling, and the mixture was stirred for 30 minutes. Then, 5-methyl-2H-1,4-thiazin-3(4H)-one (3.6 g) was added dropwise to the mixture. The reaction mixture was further stirred at ambient temperature for 5 hours. The mixture was washed with 2N hydrochloric acid and successively with water, was dried over anhydrous magnesium sulfate and the solvent was removed. The residue was chro... Starting materials: C=CCNc1ncc(C(=O)N(CC)CC)cc1[N+](=O)[O-], CN(C)C=O, O, O, Cl[Sn]Cl. The product is C=CCNc1ncc(C(=O)N(CC)CC)cc1N. As a reaction SMILES: [CH2:1]([CH3:2])[N:3]([C:4](=[O:5])[c:6]1[cH:7][n:8][c:9]([NH:15][CH2:16][CH:17]=[CH2:18])[c:10]([N+:12]([O-:13])=[O:14])[cH:11]1)[CH2:19][CH3:20].[O:26]=[CH:27][N:28]([CH3:29])[CH3:30].[OH2:21].[OH2:22].[Sn:23]([Cl:24])[Cl:25]>>[CH2:1]([CH3:2])[N:3]([C:4](=[O:5])[c:6]1[cH:7][n:8][c:9]([NH:15][CH2:16][CH:17]=[CH2:18])[c:10]([NH2:12])[cH:11]1)[CH2:19][CH3:20].